Dataset: the Open Reaction Database (ORD), a public repository of structured organic reaction records. Task: describe an organic reaction: reactants, conditions, products, and yield Starting materials: B, ClCCl, CO, COc1cc(C(C)=O)ccc1OCCCN1CCC(c2noc3cc(F)ccc23)CC1. Product: COc1cc(C(C)O)ccc1OCCCN1CCC(c2noc3cc(F)ccc23)CC1. Reaction SMILES: [BH3:1].[CH2:35]([Cl:36])[Cl:37].[CH3:33][OH:34].[F:2][c:3]1[cH:4][c:5]2[c:6]([c:7]([CH:10]3[CH2:11][CH2:12][N:13]([CH2:16][CH2:17][CH2:18][O:19][c:20]4[c:21]([O:29][CH3:30])[cH:22][c:23]([C:26]([CH3:27])=[O:28])[cH:24][cH:25]4)[CH2:14][CH2:15]3)[n:8][o:9]2)[cH:31][cH:32]1>>[F:2][c:3]1[cH:4][c:5]2[c:6]([c:7]([CH:10]3[CH2:11][CH2:12][N:13]([CH2:16][CH2:17][CH2:18][O:19][c:20]4[c:21]([O:29][CH3:30])[cH:22][c:23]([CH:26]([CH3:27])[OH:28])[cH:24][cH:25]4)[CH2:14][CH2:15]3)[n:8][o:9]2)[cH:31][cH:32]1. Starting materials: BrC1=CC(=CC=C1)[N+](=O)[O-] (1-bromo-3-nitrobenzene), [OH-].[Cs+] (cesium hydroxide). Solvent: C(C)(=O)OCC.CCCCCCC (ethyl acetate heptane). Yields the product [N+](=O)([O-])C=1C=C(C=CC1)O (3-Nitrophenol). Yield: 78.0%. RXN SMILES: Br[C:2]1[CH:7]=[CH:6][CH:5]=[C:4]([N+:8]([O-:10])=[O:9])[CH:3]=1.[OH-:11].[Cs+]>C(OCC)(=O)C.CCCCCCC>[N+:8]([C:4]1[CH:3]=[C:2]([OH:11])[CH:7]=[CH:6][CH:5]=1)([O-:10])=[O:9] |f:1.2,3.4|. Reported procedure: Following general mode A, 1-bromo-3-nitrobenzene (202 mg, 1.0 mmol) was reacted with cesium hydroxide to give the expected product in the form of a red solid with a yield of 78% (eluent: ethyl acetate/heptane 20:80). Starting materials: C1OC=2C=C(C=CC2OC1)NC1=NC(=NC=C1F)NC1=CC(=CC=C1)O (N4-(3,4-ethylenedioxyphenyl)-5-fluoro-N2-(3-hydroxyphenyl)-2,4-pyrimidinediamine), ClC1=NC=C(C(=N1)NC1=CC(=CC=C1)O)F (2-chloro-5-fluoro-N4-(3-hydroxyphenyl)-4-pyrimidineamine), NC1=CC=C2C=CNC2=C1 (6-aminoindole). Yields the product FC=1C(=NC(=NC1)NC1=CC=C2C=CNC2=C1)NC1=CC(=CC=C1)O (5-fluoro-N4-(3-hydroxyphenyl)-N2-[(1H)-indol-6-yl]-2,4-pyrimidinediamine). As a reaction SMILES: C1COC2C=CC(NC3C(F)=CN=C(NC4C=CC=C(O)C=4)N=3)=CC=2O1.Cl[C:28]1[N:33]=[C:32]([NH:34][C:35]2[CH:40]=[CH:39][CH:38]=[C:37]([OH:41])[CH:36]=2)[C:31]([F:42])=[CH:30][N:29]=1.[NH2:43][C:44]1[CH:52]=[C:51]2[C:47]([CH:48]=[CH:49][NH:50]2)=[CH:46][CH:45]=1>>[F:42][C:31]1[C:32]([NH:34][C:35]2[CH:40]=[CH:39][CH:38]=[C:37]([OH:41])[CH:36]=2)=[N:33][C:28]([NH:43][C:44]2[CH:52]=[C:51]3[C:47]([CH:48]=[CH:49][NH:50]3)=[CH:46][CH:45]=2)=[N:29][CH:30]=1. Reported procedure: In a manner similar to the preparation of N4-(3,4-ethylenedioxyphenyl)-5-fluoro-N2-(3-hydroxyphenyl)-2,4-pyrimidinediamine, 2-chloro-5-fluoro-N4-(3-hydroxyphenyl)-4-pyrimidineamine and 6-aminoindole were reacted to yield 5-fluoro-N4-(3-hydroxyphenyl)-N2-[(1H)-indol-6-yl]-2,4-pyrimidinediamine. LCMS: ret. time: 18.13 min.; purity: 96%; MS (m/e): 336 (MH+). Reaction SMILES: [CH2:1]([O:3][P:4]([O-:8])[O:5][CH2:6][CH3:7])[CH3:2].[H-].[Na+].[Br:11][C:12]1[C:13]([C:24]([P:27](=[O:34])([O:31][CH2:32][CH3:33])[O:28][CH2:29][CH3:30])([F:26])[F:25])=[CH:14][C:15]2[C:20]([CH:21]=1)=[CH:19][CH:18]=[C:17]([CH2:22]Br)[CH:16]=2>C1(C)C=CC=CC=1>[CH2:1]([O:3][P:4]([CH2:22][C:17]1[CH:18]=[CH:19][C:20]2[C:15](=[CH:14][C:13]([C:24]([P:27]([O:31][CH2:32][CH3:33])([O:28][CH2:29][CH3:30])=[O:34])([F:26])[F:25])=[C:12]([Br:11])[CH:21]=2)[CH:16]=1)(=[O:8])[O:5][CH2:6][CH3:7])[CH3:2] |f:1.2|. Run at time 1 hour. The solvent is C1(=CC=CC=C1)C (toluene), C1(=CC=CC=C1)C (toluene). Reactants: C(C)OP(OCC)[O-] (diethylphosphite), [H-].[Na+] (NaH), BrC=1C(=CC2=CC(=CC=C2C1)CBr)C(F)(F)P(OCC)(OCC)=O (diethyl [3-bromo-7-(bromomethyl)-2-naphthyl](difluoro)methylphosphonate). Procedure details: To a solution of diethylphosphite (0.22 mL) in toluene (5 mL) at 0° C. was added NaH (60% in mineral oil, 20 mg). The reaction mixture was stirred for 1 hour and then a solution of diethyl [3-bromo-7-(bromomethyl)-2-naphthyl](difluoro)methylphosphonate (220 mg) in toluene (2 mL) was added dropwise. The reaction was stirred for 1 h at 0° C., quenched with a solution of saturated NH4Cl, extracted with EtOAc and dried over Na2SO4. The organic extracts were evaporated to dryness and the residue was ... Product: C(C)OP(OCC)(=O)CC1=CC2=CC(=C(C=C2C=C1)Br)C(F)(F)P(=O)(OCC)OCC (Diethyl{6-bromo-7-[(diethoxyphosphoryl)(difluoro)methyl]-2-naphthyl}methylphosphonate). Starting materials: C(C)(=O)OCC (ethyl acetate), Montmorillonite, OC=1C(=C(C(=O)C2=CC=CC=C2)C=CC1)O (dihydroxybenzophenone), C(OC)(OC)OC (trimethyl orthoformate), C(CO)O (ethylene glycol). The product is OC1=CC=C(C=C1)C1(OCCO1)C1=CC=C(C=C1)O (2,2-bis(4-hydroxyphenyl)-1,3-dioxolane). RXN SMILES: O[C:2]1[C:3](O)=[C:4]([CH:13]=[CH:14][CH:15]=1)[C:5]([C:7]1[CH:12]=[CH:11]C=[CH:9][CH:8]=1)=O.C([O:22][CH3:23])(OC)OC.C(OCC)(=[O:26])C.[CH2:30]([OH:33])[CH2:31][OH:32]>>[OH:26][C:15]1[CH:2]=[CH:3][C:4]([C:5]2([C:7]3[CH:8]=[CH:9][C:23]([OH:22])=[CH:11][CH:12]=3)[O:33][CH2:30][CH2:31][O:32]2)=[CH:13][CH:14]=1. Procedure: Montmorillonite clay K10 (150 g) was reacted with 99 g of dihydroxybenzophenone at 110° C. in a mixture of 242 ml of ethylene glycol/99 ml of trimethyl orthoformate while distilling a produced by-product. After a lapse of 18 hours, 66 g of trimethyl orthoformate was added to perform a synthetic reaction for 48 hours. 300 ml of ethyl acetate was added to a reactant solution, and the resulting mixture was filtered and extracted with a 2% aqueous solution of sodium hydrogen carbonate four times. Fu... Run in C(C)N(CC)CC (triethylamine). Yield: 70.0%. Starting materials: C(C)OC(CC(=O)N1CCC2=C(CC1)C=C(C=C2)OCC2=CC(=CC=C2)F)=O (3-[7-(3-Fluoro-benzyloxy)-1,2,4,5-tetrahydro-benzo[d]azepin-3-yl]-3-oxo-propionic acid ethyl ester), Cl.FC=1C=C(COC2=CC3=C(CCNCC3)C=C2)C=CC1 (7-(3-fluoro-benzyloxy)-2,3,4,5-tetrahydro-1H-benzo[d]azepine hydrochloride), C(C)C(C(=O)Cl)C(=O)Cl (ethyl malonic acid chloride). RXN SMILES: C([O:3][C:4](=O)[CH2:5][C:6]([N:8]1[CH2:14][CH2:13][C:12]2[CH:15]=[C:16]([O:19][CH2:20][C:21]3[CH:26]=[CH:25][CH:24]=[C:23]([F:27])[CH:22]=3)[CH:17]=[CH:18][C:11]=2[CH2:10][CH2:9]1)=[O:7])C.Cl.FC1C=C(C=CC=1)COC1C=CC2CC[NH:42]CCC=2C=1.C(C(C(Cl)=O)C(Cl)=O)C>C(N(CC)CC)C>[F:27][C:23]1[CH:22]=[C:21]([CH:26]=[CH:25][CH:24]=1)[CH2:20][O:19][C:16]1[CH:17]=[CH:18][C:11]2[CH2:10][CH2:9][N:8]([C:6](=[O:7])[CH2:5][C:4]([NH2:42])=[O:3])[CH2:14][CH2:13][C:12]=2[CH:15]=1 |f:1.2|. Product: FC=1C=C(COC2=CC3=C(CCN(CC3)C(CC(=O)N)=O)C=C2)C=CC1 (3-[7-(3-Fluoro-benzyloxy)-1,2,4,5-tetrahydro-benzo[d]azepin-3-yl]-3-oxo-propionamide). Reported procedure: 3-[7-(3-Fluoro-benzyloxy)-1,2,4,5-tetrahydro-benzo[d]azepin-3-yl]-3-oxo-propionic acid ethyl ester: The title compound was prepared in analogy to Example 1d) from 7-(3-fluoro-benzyloxy)-2,3,4,5-tetrahydro-1H-benzo[d]azepine hydrochloride [Example 1c)] and ethyl malonic acid chloride with triethylamine as the base. Yield: 70% of theory as a colourless oil; MS: m/e=386 (M+H)+. The reactants are FC1=C(C=C(C(=C1)F)OC(=O)OC)[N+](=O)[O-] (2,4-difluoro-5-methoxycarbonyloxy-1-nitrobenzene), [H][H] (hydrogen). Reagents/catalysts: [Pd] (palladium-on-charcoal). Run in C(C)O (ethanol), C(C)(=O)OCC (ethyl acetate). Yields the product FC1=C(N)C=C(C(=C1)F)OC(=O)OC (2,4-difluoro-5-methoxycarbonyloxyaniline). Isolated yield 94.4%. RXN SMILES: [F:1][C:2]1[CH:7]=[C:6]([F:8])[C:5]([O:9][C:10]([O:12][CH3:13])=[O:11])=[CH:4][C:3]=1[N+:14]([O-])=O.[H][H]>[Pd].C(O)C.C(OCC)(=O)C>[F:1][C:2]1[CH:7]=[C:6]([F:8])[C:5]([O:9][C:10]([O:12][CH3:13])=[O:11])=[CH:4][C:3]=1[NH2:14]. Reported procedure: A mixture of 2,4-difluoro-5-methoxycarbonyloxy-1-nitrobenzene (2.7 g, 0.012 mol) and 10% palladium-on-charcoal catalyst (500 mg) in ethanol (20 ml) and ethyl acetate (10 ml) was stirred under 1 atmosphere of hydrogen for 4 hours. The catalyst was removed by filtration through diatomaceous earth and the solvent removed by evaporation to give 2,4-difluoro-5-methoxycarbonyloxyaniline (2.3 g, 97%). Reactants: CC(C)N=C=NC(C)C, CN(C)c1ccncc1, CN(C)C=O, CCN(C(C)C)C(C)C, Cl, O=C(O)c1cccc(OCCCOc2ncnc3scc(-c4ccc(F)cc4)c23)c1, NCC(N)=O, On1nnc2ccccc21. Yields the product NC(=O)CNC(=O)c1cccc(OCCCOc2ncnc3scc(-c4ccc(F)cc4)c23)c1. As a reaction SMILES: [CH3:1][CH:2]([N:3]=[C:4]=[N:5][CH:6]([CH3:7])[CH3:8])[CH3:9].[CH3:65][N:66]([CH3:67])[c:68]1[cH:69][cH:70][n:71][cH:72][cH:73]1.[CH3:74][N:75]([CH3:76])[CH:77]=[O:78].[CH:56]([N:57]([CH:58]([CH3:59])[CH3:60])[CH2:61][CH3:62])([CH3:63])[CH3:64].[ClH:40].[F:10][c:11]1[cH:12][cH:13][c:14](-[c:17]2[cH:18][s:19][c:20]3[n:21][cH:22][n:23][c:24]([O:26][CH2:27][CH2:28][CH2:29][O:30][c:31]4[cH:32][c:33]([C:34](=[O:35])[OH:36])[cH:37][cH:38][cH:39]4)[c:25]23)[cH:15][cH:16]1.[NH2:41][CH2:42][C:43](=[O:44])[NH2:45].[OH:46][n:47]1[c:48]2[cH:49][cH:50][cH:51][cH:52][c:53]2[n:54][n:55]1>>[F:10][c:11]1[cH:12][cH:13][c:14](-[c:17]2[cH:18][s:19][c:20]3[n:21][cH:22][n:23][c:24]([O:26][CH2:27][CH2:28][CH2:29][O:30][c:31]4[cH:32][c:33]([C:34](=[O:35])[NH:41][CH2:42][C:43](=[O:44])[NH2:45])[cH:37][cH:38][cH:39]4)[c:25]23)[cH:15][cH:16]1. Starting materials: [BH4-].[Na+] (sodium borohydride), II (iodine), BrC1=C(C=C(C(=O)O)C=C1)F (4-bromo-3-fluorobenzoic acid). Solvent: C1CCOC1 (THF), C1CCOC1 (THF), C1CCOC1 (THF). Run at time 14 hour. Yields the product BrC1=C(C=C(C=C1)CO)F ((4-bromo-3-fluorophenyl)methanol). Yield: 72.7%. As a reaction SMILES: [Br:1][C:2]1[CH:10]=[CH:9][C:5]([C:6](O)=[O:7])=[CH:4][C:3]=1[F:11].[BH4-].[Na+].II>C1COCC1>[Br:1][C:2]1[CH:10]=[CH:9][C:5]([CH2:6][OH:7])=[CH:4][C:3]=1[F:11] |f:1.2|. Procedure: A suspension of 4-bromo-3-fluorobenzoic acid (84) (1.61 g, 7.35 mmol) in anhydrous THF (10 mL, then 4×3 mL to rinse) under N2 was added drop-wise (over 40 min) to a suspension of sodium borohydride (400 mg, 10.6 mmol) in anhydrous THF (15 mL) under N2, and then the mixture was cooled in an ice bath. A solution of iodine (1.008 g, 3.97 mmol) in anhydrous THF (10 mL, then 2×3 mL) was added drop-wise (over 35 min) to the stirred solution and then the mixture was stirred at room temperature for 14 h... The reactants are CCCC(=O)Nc1cc(C(F)(F)F)ccc1S(=O)(=O)CC#N, Cl, [Na+], [OH-]. Yields the product CCCC1=C(C#N)S(=O)(=O)c2ccc(C(F)(F)F)cc2N1. Reaction SMILES: [C:1](#[N:2])[CH2:3][S:4](=[O:5])(=[O:6])[c:7]1[c:8]([NH:17][C:18]([CH2:19][CH2:20][CH3:21])=[O:22])[cH:9][c:10]([C:13]([F:14])([F:15])[F:16])[cH:11][cH:12]1.[ClH:23].[Na+:25].[OH-:24]>>[C:1](#[N:2])[C:3]1=[C:18]([CH2:19][CH2:20][CH3:21])[NH:17][c:8]2[c:7]([cH:12][cH:11][c:10]([C:13]([F:14])([F:15])[F:16])[cH:9]2)[S:4]1(=[O:5])=[O:6].